describe an organic reaction: reactants, conditions, products, and yield From a dataset of the Open Reaction Database (ORD), a public repository of structured organic reaction records. Reactants: ClC1=C(C#N)C=C(C=C1)[N+](=O)[O-] (2-chloro-5-nitrobenzonitrile), C(=O)([O-])[O-].[K+].[K+] (K2CO3), C(C)#N (acetonitrile), 8.55, FC1=C(C(=C(C=C1F)F)F)O (2,3,5,6-tetrafluorophenol). The solvent is O (water). Reaction conditions: time 3 hour. Product: FC1=C(OC2=C(C#N)C=C(C=C2)[N+](=O)[O-])C(=C(C=C1F)F)F (2-(2,3,5,6-tetrafluorophenoxy)-5-nitrobenzonitrile). Isolated yield 73.0%. As a reaction SMILES: Cl[C:2]1[CH:9]=[CH:8][C:7]([N+:10]([O-:12])=[O:11])=[CH:6][C:3]=1[C:4]#[N:5].[F:13][C:14]1[C:19]([F:20])=[CH:18][C:17]([F:21])=[C:16]([F:22])[C:15]=1[OH:23].C([O-])([O-])=O.[K+].[K+].C(#N)C>O>[F:13][C:14]1[C:19]([F:20])=[CH:18][C:17]([F:21])=[C:16]([F:22])[C:15]=1[O:23][C:2]1[CH:9]=[CH:8][C:7]([N+:10]([O-:12])=[O:11])=[CH:6][C:3]=1[C:4]#[N:5] |f:2.3.4|. Procedure details: In a 250 ml single-neck flask equipped with a magnetic stirrer and a reflux condenser fitted with a nitrogen bubbler were placed 9.13 g (0.050 moles) of 2-chloro-5-nitrobenzonitrile, 8.55 (0.0515 moles) of 2,3,5,6-tetrafluorophenol, 7.10 g (0.0515 moles) of anhydrous K2CO3, and 75 ml of acetonitrile. The mixture was heated to reflux and held there for 3 hrs. The reaction mixture was then cooled to room temperature and diluted with 150 ml of deionized water. The product separated as a solid. The ... Starting materials: Cl (hydrochloric acid), ice, C1(=CC=CC=C1)C.[H-] (hydride toluene), BrC=1C=C(CC(C(=O)OCC)C(=O)OCC)C=CC1 (diethyl (3-bromobenzyl)malonate). The solvent is CO (methanol). Run at time 30 minute. Product: BrC=1C=C(CC(CO)CO)C=CC1 (2-(3-Bromobenzyl)-1,3-propanediol). Isolated yield 48.7%. Reaction SMILES: C1(C)C=CC=CC=1.[H-].[Br:9][C:10]1[CH:11]=[C:12]([CH:25]=[CH:26][CH:27]=1)[CH2:13][CH:14]([C:20](OCC)=[O:21])[C:15](OCC)=[O:16].Cl>CO>[Br:9][C:10]1[CH:11]=[C:12]([CH:25]=[CH:26][CH:27]=1)[CH2:13][CH:14]([CH2:15][OH:16])[CH2:20][OH:21] |f:0.1|. Reported procedure: To an ice-cooled 94 ml of 1.0 M diisobutylalminium hydride toluene solution was added dropwise 5.41 g of diethyl (3-bromobenzyl)malonate at 15° C. or less under argon flow. The mixture was stirred for 30 minutes under ice-cooling, warmed to room temperature and stirred for 2 hours. The reaction solution was ice-cooled, and 21 ml of methanol was added dropwise slowly, then 41 ml of 2 N hydrochloric acid was added dropwise. The mixture was stirred for 20 minutes at room temperature. The reaction s... Starting materials: NC(NCCC[C@@H](N)C(=O)NCC1=CC=C(C=C1)O)=N[N+](=O)[O-] ((R)-N5 -[amino(nitroimino) methyl]-N-[(4-hydroxyphenyl)methyl]-ornithinamide), C(C)(=O)OC(C)=O (acetic anhydride). The solvent is C(C)(=O)O (acetic acid). Run at temperature 50 celsius. Yields the product C(C)(=O)N[C@H](CCCNC(=N[N+](=O)[O-])N)C(=O)NCC1=CC=C(C=C1)O ((R)-N2 -Acetyl-N5 -[amino (nitroimino) methyl]-N-[(4-hydroxyphenyl) methyl]-ornithinamide). RXN SMILES: [NH2:1][C:2](=[N:20][N+:21]([O-:23])=[O:22])[NH:3][CH2:4][CH2:5][CH2:6][C@H:7]([C:9]([NH:11][CH2:12][C:13]1[CH:18]=[CH:17][C:16]([OH:19])=[CH:15][CH:14]=1)=[O:10])[NH2:8].[C:24](OC(=O)C)(=[O:26])[CH3:25]>C(O)(=O)C>[C:24]([NH:8][C@@H:7]([C:9]([NH:11][CH2:12][C:13]1[CH:14]=[CH:15][C:16]([OH:19])=[CH:17][CH:18]=1)=[O:10])[CH2:6][CH2:5][CH2:4][NH:3][C:2]([NH2:1])=[N:20][N+:21]([O-:23])=[O:22])(=[O:26])[CH3:25]. Reported procedure: 0.3 g (0.925 mMol) of (R)-N5 -[amino(nitroimino) methyl]-N-[(4-hydroxyphenyl)methyl]-ornithinamide were dissolved in 3 ml of glacial acetic acid and after the addition of 3 ml (0.032 Mol) of acetic anhydride the mixture was heated to a reaction temperature of 50° C. for 30 minutes. The product remaining after the volatile components had evaporated off was further processed without purification. Starting materials: ClC=1C=CC(=C2C=COC21)C=O (7-chloro-benzofuran-4-carbaldehyde), C(#N)CP(OCC)(OCC)=O (diethyl cyanomethylphosphonate), [H-].[Na+] (sodium hydride), C(C)(=O)OCC (ethyl acetate). Run in C1CCOC1 (THF), O1CCCC1 (tetrahydrofuran), C1CCOC1 (THF), [Cl-].[Na+].O (Brine). Reaction conditions: time 15 minute. The product is ClC1=CC=C(C=2C=COC21)/C=C/C#N ((E)-3-(7-Chloro-benzofuran-4-yl)-acrylonitrile). As a reaction SMILES: [C:1]([CH2:3]P(=O)(OCC)OCC)#[N:2].[H-].[Na+].[Cl:14][C:15]1[CH:16]=[CH:17][C:18]([CH:24]=O)=[C:19]2[C:23]=1[O:22][CH:21]=[CH:20]2.C(OCC)(=O)C>O1CCCC1.[Cl-].[Na+].O>[Cl:14][C:15]1[C:23]2[O:22][CH:21]=[CH:20][C:19]=2[C:18](/[CH:24]=[CH:3]/[C:1]#[N:2])=[CH:17][CH:16]=1 |f:1.2,6.7.8|. Procedure: A solution of diethyl cyanomethylphosphonate (7.34 g) in dry tetrahydrofuran (20 ml) was added to a suspension of sodium hydride (60% oil dispersion; 1.65 g) in THF (40 ml) over 5 mins with ice cooling. After 15 min, a solution of 7-chloro-benzofuran-4-carbaldehyde in THF (20 ml) was added and after 5 mins the solution was warmed up and stirred at room temperature for 2 h. Brine (40 ml) and ethyl acetate (40 ml) were added, the phases separated and the aqueous extracted with ethyl acetate (2×20 ... Reactants: CC1(OB(OC1(C)C)C=1C=C(C=CC1)NS(=O)(=O)C)C (N-[3-(4,4,5,5-tetramethyl-1,3,2-dioxaborolan-2-yl)-phenyl]-methanesulfonamide), C([O-])([O-])=O.[K+].[K+] (potassium carbonate), CC(=O)C (acetone), IC (iodomethane). Run in ClCCl (dichloromethane). Conditions: time 18 hour. Yields the product CN(S(=O)(=O)C)C1=CC(=CC=C1)B1OC(C(O1)(C)C)(C)C (N-Methyl-N-[3-(4,4,5,5-tetramethyl-1,3,2-dioxaborolan-2-yl)-phenyl]-methanesulfonamide), solid. Isolated yield 98.0%. As a reaction SMILES: [C:1](=O)([O-])[O-].[K+].[K+].CC(C)=O.[CH3:11][C:12]1([CH3:30])[C:16]([CH3:18])([CH3:17])[O:15][B:14]([C:19]2[CH:20]=[C:21]([NH:25][S:26]([CH3:29])(=[O:28])=[O:27])[CH:22]=[CH:23][CH:24]=2)[O:13]1.IC>ClCCl>[CH3:1][N:25]([C:21]1[CH:22]=[CH:23][CH:24]=[C:19]([B:14]2[O:13][C:12]([CH3:30])([CH3:11])[C:16]([CH3:17])([CH3:18])[O:15]2)[CH:20]=1)[S:26]([CH3:29])(=[O:28])=[O:27] |f:0.1.2|. Procedure: A round bottom flask was charged with potassium carbonate (0.56 g, 4.0 mmol) and acetone (20 mL). To the suspension was added N-[3-(4,4,5,5-tetramethyl-1,3,2-dioxaborolan-2-yl)-phenyl]-methanesulfonamide (1.0 g, 3.4 mmol) followed by iodomethane (0.25 mL, 4.0 mmol). The mixture was stirred at room temperature for 18 hours. The mixture was diluted with dichloromethane (20 mL), filtered through a plug of diatomaceous earth, rinsed with dichloromethane and evaporated to a viscous oil. The material ... Reactants: N1N=CC=C1 (pyrazole), Cl.C1(=C(C=CC=C1)NN)C (o-tolylhydrazine hydrochloride), NC1=CC(=NN1C(=O)OC(C)(C)C)C(=O)OC (5-Amino-1-tert-butoxycarbonyl-3-methoxycarbonylpyrazole), C(C)OC(=O)C1=NN(C(=C1C)N)C1=C(C=CC=C1)C (5-amino-4-methyl-1-o-tolyl-1H-pyrazole-3-carboxylic acid ethyl ester), C(C)OC(C(C(C)C#N)=O)=O (3-cyano-3-methyl-2-oxopropanoic acid ethyl ester), N1(CCC(CC1)CCN)C1=CC=NC=C1 (2-(3,4,5,6-tetrahydro-2H-[1,4′]bipyridin-4-yl)ethylamine). Product: N1(CCC(CC1)CCNC(=O)C1=NN(C(=C1C)NC(C1=C(C=CC=C1)Cl)=O)C1=C(C=CC=C1)C)C1=CC=NC=C1 (4-methyl-5-(2-chloro-benzoylamino)-1-(2-methyl-phenyl)-pyrazole-3-carboxylic acid [2-(3,4,5,6-tetrahydro-2H-[1,4′]bipyridin-4-yl)-ethyl]amide). RXN SMILES: N1[CH:5]=[CH:4][CH:3]=N1.C(O[C:9]([C:11]1[C:15]([CH3:16])=[C:14]([NH2:17])[N:13]([C:18]2[CH:23]=[CH:22][CH:21]=[CH:20][C:19]=2[CH3:24])[N:12]=1)=[O:10])C.C(OC(=O)[C:29](=[O:34])[CH:30]([C:32]#N)[CH3:31])C.[ClH:36].C1(C)C=CC=CC=1NN.NC1N(C(OC(C)(C)C)=O)N=C(C(OC)=O)C=1.[N:63]1([C:72]2[CH:77]=[CH:76][N:75]=[CH:74][CH:73]=2)[CH2:68][CH2:67][CH:66]([CH2:69][CH2:70][NH2:71])[CH2:65][CH2:64]1>>[N:63]1([C:72]2[CH:77]=[CH:76][N:75]=[CH:74][CH:73]=2)[CH2:68][CH2:67][CH:66]([CH2:69][CH2:70][NH:71][C:9]([C:11]2[C:15]([CH3:16])=[C:14]([NH:17][C:29](=[O:34])[C:30]3[CH:32]=[CH:5][CH:4]=[CH:3][C:31]=3[Cl:36])[N:13]([C:18]3[CH:23]=[CH:22][CH:21]=[CH:20][C:19]=3[CH3:24])[N:12]=2)=[O:10])[CH2:65][CH2:64]1 |f:3.4|. Reported procedure: The pyrazole acid, prepared as described in Procedure 8 using 5-amino-4-methyl-1-o-tolyl-1H-pyrazole-3-carboxylic acid ethyl ester (prepared as described in Procedure 41 using 3-cyano-3-methyl-2-oxopropanoic acid ethyl ester (U.S. Pat. No. 4,652,669) and o-tolylhydrazine hydrochloride) in place of compound 20, was coupled to 2-(3,4,5,6-tetrahydro-2H-[1,4′]bipyridin-4-yl)ethylamine (prepared as described in Procedure 14) using the method of Procedure 10. Yields the product CC(NCCS(=O)(=O)N(C)C)c1cccnc1. The reactants are CC(Cl)c1cccnc1, CN(C)S(=O)(=O)CCN. The solvent is CN(C)C=O (DMF), CN(C)C=O (dmf), CN(C)C=O (DMF). The reagents and catalysts are O=C([O-])[O-].[Cs+].[Cs+] (cesium carbonate), [I-].[K+] (potassium iodide). Reaction conditions: temperature 70 celsius, time 16 hour.